Dataset: the Open Reaction Database (ORD), a public repository of structured organic reaction records. Task: describe an organic reaction: reactants, conditions, products, and yield Starting materials: COCCOC=1C=C(C=CC1OCCOC)C=1C(=NNC1N)C (4-(3,4-bis{[2-(methyloxy)ethyl]oxy}phenyl)-3-methyl-1H-pyrazol-5-amine), ClC=1C=C(C=O)C=CC1O (3-chloro-4-hydroxybenzaldehyde), FC(C(=O)O)(F)F (trifluoroacetic acid). Solvent: CO (methanol). Conditions: temperature 70 celsius. Product: Cl.ClC1=C(C=CC(=C1)C1=NC2=C(C=3C=C(C(=CC13)OCCOC)OCCOC)C(=NN2)C)O (2-chloro-4-(1-methyl-7,8-bis{[2-(methyloxy)ethyl]oxy}-3H-pyrazolo[3,4-c]isoquinolin-5-yl)phenol hydrochloride salt). Yield: 47.2%. RXN SMILES: [CH3:1][O:2][CH2:3][CH2:4][O:5][C:6]1[CH:7]=[C:8]([C:17]2[C:18]([CH3:23])=[N:19][NH:20][C:21]=2[NH2:22])[CH:9]=[CH:10][C:11]=1[O:12][CH2:13][CH2:14][O:15][CH3:16].[Cl:24][C:25]1[CH:26]=[C:27]([CH:30]=[CH:31][C:32]=1[OH:33])[CH:28]=O.FC(F)(F)C(O)=O>CO>[ClH:24].[Cl:24][C:25]1[CH:26]=[C:27]([C:28]2[C:9]3[CH:10]=[C:11]([O:12][CH2:13][CH2:14][O:15][CH3:16])[C:6]([O:5][CH2:4][CH2:3][O:2][CH3:1])=[CH:7][C:8]=3[C:17]3[C:18]([CH3:23])=[N:19][NH:20][C:21]=3[N:22]=2)[CH:30]=[CH:31][C:32]=1[OH:33] |f:4.5|. Procedure details: A mixture of 4-(3,4-bis{[2-(methyloxy)ethyl]oxy}phenyl)-3-methyl-1H-pyrazol-5-amine (114 mg, 0.36 mmol), 3-chloro-4-hydroxybenzaldehyde (117 mg, 0.75 mmol) and trifluoroacetic acid (3 mL) was heated at 70° C. for 18 hours. Then the reaction mixture was concentrated, dissolved in 10 mL of N,N-dimethylformamide and purified by preparatory HPLC (Shimadzu LC-8A HPLC, Waters Xterra C18 30 mm×100 mm column, acetonitrile-water-trifluoroacetic eluent). After concentration then lyophillization of the pur... Yield: 7.3%. Procedure: 190 g of 3,7,11-trimethyldodec-1-yn-3-ol (purity 95%, 0.848 mol) and 200 g of 2-methoxypropene (2.78 mol) and 0.58 g of KHSO4, dissolved in 1.74 g of water, were introduced into a pressure-resistant vessel. The reactor was flushed with nitrogen and closed. After a reaction time of 1 hour at 120° C., the mixture was cooled to about 50° C. and a further 0.58 g of KHSO4, dissolved in 1.74 g of water, was added. The mixture was once again heated to 120° C. After a reaction time of one hour, the reac... As a reaction SMILES: [CH3:1][C:2](O)([CH2:5][CH2:6][CH2:7][CH:8]([CH3:15])[CH2:9][CH2:10][CH2:11][CH:12]([CH3:14])[CH3:13])[C:3]#[CH:4].C[O:18][C:19]([CH3:21])=[CH2:20].OS([O-])(=O)=O.[K+]>O>[CH3:1][C:2]([CH2:5][CH2:6][CH2:7][CH:8]([CH3:15])[CH2:9][CH2:10][CH2:11][CH:12]([CH3:14])[CH3:13])=[CH:3][CH:4]=[CH:20][C:19](=[O:18])[CH3:21] |f:2.3|. Run in O (water). Reaction conditions: temperature 50 celsius. Reactants: CC(C#C)(CCCC(CCCC(C)C)C)O (3,7,11-trimethyldodec-1-yn-3-ol), COC(=C)C (2-methoxypropene), OS(=O)(=O)[O-].[K+] (KHSO4). The product is CC(=CC=CC(C)=O)CCCC(CCCC(C)C)C (6,10,14-trimethylpentadeca-3,5-dien-2-one). The reactants are CC(=O)O, [K+], O=[Mn](=O)(=O)[O-], O=[N+]([O-])CS(=O)c1cccc2c1oc1ccccc12, [Na+], [Na+], O, O=S([O-])S(=O)(=O)[O-]. Product: O=[N+]([O-])CS(=O)(=O)c1cccc2c1oc1ccccc12. Reaction SMILES: [CH3:35][C:36](=[O:37])[OH:38].[K+:6].[Mn:1]([O-:2])(=[O:3])(=[O:4])=[O:5].[N+:7](=[O:8])([O-:9])[CH2:10][S:11](=[O:12])[c:13]1[cH:14][cH:15][cH:16][c:17]2[c:18]1[o:19][c:20]1[c:21]2[cH:22][cH:23][cH:24][cH:25]1.[Na+:33].[Na+:34].[OH2:39].[S:26](=[O:27])([S:28]([O-:29])=[O:30])([O-:31])=[O:32]>>[N+:7](=[O:8])([O-:9])[CH2:10][S:11](=[O:12])([c:13]1[cH:14][cH:15][cH:16][c:17]2[c:18]1[o:19][c:20]1[c:21]2[cH:22][cH:23][cH:24][cH:25]1)=[O:27]. The reactants are C(=O)(O)[O-].[Na+] (NaHCO3), tert-butyl ester, C1(CC1)S(=O)(=O)N1CCN(CC1)C=1C=CC(=NC1)N1CCN(C2=CC=CC=C12)C(=O)O (4-[5-(4-cyclopropanesulfonyl-piperazin-1-yl)pyridin-2-yl]-3,4-dihydro-2H-quinoxaline-1-carboxylic acid), solution, Cl (hydrochloric acid). The solvent is ClCCl (dichloromethane), ClCCl (dichloromethane), O1CCOCC1 (dioxane). Reaction conditions: time 5 hour. The product is C1(CC1)S(=O)(=O)N1CCN(CC1)C=1C=CC(=NC1)N1CCNC2=CC=CC=C12 (1-[5-(4-cyclopropanesulfonyl-piperazin-1-yl)pyridin-2-yl]-1,2,3,4-tetrahydroquinoxaline). As a reaction SMILES: [CH:1]1([S:4]([N:7]2[CH2:12][CH2:11][N:10]([C:13]3[CH:14]=[CH:15][C:16]([N:19]4[C:28]5[C:23](=[CH:24][CH:25]=[CH:26][CH:27]=5)[N:22](C(O)=O)[CH2:21][CH2:20]4)=[N:17][CH:18]=3)[CH2:9][CH2:8]2)(=[O:6])=[O:5])[CH2:3][CH2:2]1.Cl.C([O-])(O)=O.[Na+]>O1CCOCC1.ClCCl>[CH:1]1([S:4]([N:7]2[CH2:8][CH2:9][N:10]([C:13]3[CH:14]=[CH:15][C:16]([N:19]4[C:28]5[C:23](=[CH:24][CH:25]=[CH:26][CH:27]=5)[NH:22][CH2:21][CH2:20]4)=[N:17][CH:18]=3)[CH2:11][CH2:12]2)(=[O:6])=[O:5])[CH2:3][CH2:2]1 |f:2.3|. Procedure: 6.14 g of tert-butyl ester of 4-[5-(4-cyclopropanesulfonyl-piperazin-1-yl)pyridin-2-yl]-3,4-dihydro-2H-quinoxaline-1-carboxylic acid is put in a 1-liter three-necked flask under nitrogen atmosphere. 102 ml of dichloromethane is added, it is cooled in an ice bath and 92 ml of a 4M solution of hydrochloric acid in dioxane is added dropwise. The temperature of the reaction mixture is allowed to return slowly to room temperature and then it is stirred for 5 h. The reaction mixture is diluted with di... Reactants: C1(CCCC1)NC1=CC=CC=2N1N=C(C2C2=NC(=NC=C2)NC2CCCC2)C2=CC=C(C=C2)O (4-{7-(cyclopentylamino)-3-[2-(cyclopentylamino)-4-pyrimidinyl]pyrazolo[1,5-a]pyridin-2-yl}phenol), C(C=C)Br (allyl bromide), C([O-])([O-])=O.[K+].[K+] (potassium carbonate), O (water). Run in CN(C=O)C (N,N-dimethylformamide). Yields the product C(C=C)OC1=CC=C(C=C1)C1=NN2C(C=CC=C2NC2CCCC2)=C1C1=NC(=NC=C1)NC1CCCC1 (2-[4-(allyloxy)phenyl]-N-cyclopentyl-3-[2-(cyclopentylamino)-4-pyrimidinyl]pyrazolo[1,5-a]pyridin-7-amine). The yield is 61.6%. Reaction SMILES: [CH:1]1([NH:6][C:7]2[N:12]3[N:13]=[C:14]([C:28]4[CH:33]=[CH:32][C:31]([OH:34])=[CH:30][CH:29]=4)[C:15]([C:16]4[CH:21]=[CH:20][N:19]=[C:18]([NH:22][CH:23]5[CH2:27][CH2:26][CH2:25][CH2:24]5)[N:17]=4)=[C:11]3[CH:10]=[CH:9][CH:8]=2)[CH2:5][CH2:4][CH2:3][CH2:2]1.[CH2:35](Br)[CH:36]=[CH2:37].C(=O)([O-])[O-].[K+].[K+].O>CN(C)C=O>[CH2:37]([O:34][C:31]1[CH:30]=[CH:29][C:28]([C:14]2[C:15]([C:16]3[CH:21]=[CH:20][N:19]=[C:18]([NH:22][CH:23]4[CH2:24][CH2:25][CH2:26][CH2:27]4)[N:17]=3)=[C:11]3[CH:10]=[CH:9][CH:8]=[C:7]([NH:6][CH:1]4[CH2:2][CH2:3][CH2:4][CH2:5]4)[N:12]3[N:13]=2)=[CH:33][CH:32]=1)[CH:36]=[CH2:35] |f:2.3.4|. Reported procedure: To a solution of 4-{7-(cyclopentylamino)-3-[2-(cyclopentylamino)-4-pyrimidinyl]pyrazolo[1,5-a]pyridin-2-yl}phenol (100 mg, 0.22 mmol) in N,N-dimethylformamide (5 mL) was added allyl bromide (21 μL, 0.24 mmol) and potassium carbonate (122 mg, 0.88 mmol). The mixture was heated at reflux for 3 hours. The mixture was allowed to cool to room temperature and water was added. The mixture was extracted with ethyl acetate. The ethyl acetate phase was dried (magnesium sulfate), filtered and concentrated ...